Dataset: the Open Reaction Database (ORD), a public repository of structured organic reaction records. Task: describe an organic reaction: reactants, conditions, products, and yield Starting materials: C(OC1=CC=C(C=C1)[N+](=O)[O-])(=O)Cl (4-Nitrophenyl carbonochloridate), NC1=CC=C(C=C1)C(=O)N1CCN(CC1)CC1=CC=C(C=C1)C(C(F)(F)F)(C(F)(F)F)O ((4-aminophenyl)(4-(4-(1,1,1,3,3,3-hexafluoro-2-hydroxypropan-2-yl)benzyl)-piperazin-1-yl)methanone), NCC(C)(O)C (1-amino-2-methylpropan-2-ol). Run in ClCCl (dichloromethane). Run at time 1 hour. Product: FC(C(C(F)(F)F)(O)C1=CC=C(CN2CCN(CC2)C(=O)C2=CC=C(C=C2)NC(=O)NCC(C)(C)O)C=C1)(F)F (1-(4-(4-(4-(1,1,1,3,3,3-Hexafluoro-2-hydroxypropan-2-yl)benzyl)piperazine-1-carbonyl)phenyl)-3-(2-hydroxy-2-methylpropyl)urea). Yield: 24.0%. RXN SMILES: [C:1](Cl)(=O)[O:2]C1C=CC([N+]([O-])=O)=CC=1.[NH2:14][C:15]1[CH:20]=[CH:19][C:18]([C:21]([N:23]2[CH2:28][CH2:27][N:26]([CH2:29][C:30]3[CH:35]=[CH:34][C:33]([C:36]([OH:45])([C:41]([F:44])([F:43])[F:42])[C:37]([F:40])([F:39])[F:38])=[CH:32][CH:31]=3)[CH2:25][CH2:24]2)=[O:22])=[CH:17][CH:16]=1.[NH2:46][CH2:47][C:48]([CH3:51])([OH:50])[CH3:49]>ClCCl>[F:42][C:41]([F:44])([F:43])[C:36]([C:33]1[CH:32]=[CH:31][C:30]([CH2:29][N:26]2[CH2:27][CH2:28][N:23]([C:21]([C:18]3[CH:17]=[CH:16][C:15]([NH:14][C:1]([NH:46][CH2:47][C:48]([OH:50])([CH3:51])[CH3:49])=[O:2])=[CH:20][CH:19]=3)=[O:22])[CH2:24][CH2:25]2)=[CH:35][CH:34]=1)([OH:45])[C:37]([F:38])([F:39])[F:40]. Procedure: 4-Nitrophenyl carbonochloridate (0.217 mmol, 43.7 mg) was added to a stirred solution of (4-aminophenyl)(4-(4-(1,1,1,3,3,3-hexafluoro-2-hydroxypropan-2-yl)benzyl)-piperazin-1-yl)methanone (0.217 mmol, 100 mg) in dichloromethane (1 mL). After 1 hour, 1-amino-2-methylpropan-2-ol (0.650 mmol, 58.0 mg) was added and stirring continued for 1 hour. The reaction mixture was purified by silica column chromatography (eluant dichloromethane/methanol 0% to 10%) to yield the title compound (30 mg). Reactants: CCCc1c(OCC(O)COc2ccc3c(=O)cc(C=CC(=O)OCC)oc3c2CCC)ccc(C(C)=O)c1O, C1COCCO1. The product is CCCc1c(OCC(O)COc2ccc3c(=O)cc(CCC(=O)OCC)oc3c2CCC)ccc(C(C)=O)c1O. As a reaction SMILES: [C:1]([CH3:2])(=[O:3])[c:4]1[c:5]([OH:40])[c:6]([CH2:37][CH2:38][CH3:39])[c:7]([O:8][CH2:9][CH:10]([CH2:11][O:12][c:13]2[c:14]([CH2:31][CH2:32][CH3:33])[c:15]3[c:16]([c:17](=[O:28])[cH:18][c:19]([CH:21]=[CH:22][C:23](=[O:24])[O:25][CH2:26][CH3:27])[o:20]3)[cH:29][cH:30]2)[OH:34])[cH:35][cH:36]1.[O:41]1[CH2:42][CH2:43][O:44][CH2:45][CH2:46]1>>[C:1]([CH3:2])(=[O:3])[c:4]1[c:5]([OH:40])[c:6]([CH2:37][CH2:38][CH3:39])[c:7]([O:8][CH2:9][CH:10]([CH2:11][O:12][c:13]2[c:14]([CH2:31][CH2:32][CH3:33])[c:15]3[c:16]([c:17](=[O:28])[cH:18][c:19]([CH2:21][CH2:22][C:23](=[O:24])[O:25][CH2:26][CH3:27])[o:20]3)[cH:29][cH:30]2)[OH:34])[cH:35][cH:36]1.